From a dataset of the Open Reaction Database (ORD), a public repository of structured organic reaction records. describe an organic reaction: reactants, conditions, products, and yield Reactants: N[C@@H](CCCCN)C(=O)O (Lys), N[C@@H](CC1=CC=CC=C1)C(=O)O (Phe), N[C@@H](CC1=CC=C(C=C1)O)C(=O)O (Tyr), N[C@@H](C(C)C)C(=O)O (Val). Product: N[C@@H](CC1=CC=CC=C1)C(=O)N[C@@H](CC1=CC=CC=C1)C(=O)N[C@@H](C(C)C)C(=O)N[C@@H](CC1=CC=C(C=C1)O)C(=O)N[C@@H](CCCCN)C(=O)O (Phenylalanylphenylalanylvalyltyrosyllysine). Reaction SMILES: [NH2:1][C@H:2]([C:8]([OH:10])=[O:9])[CH2:3][CH2:4][CH2:5][CH2:6][NH2:7].[NH2:11][C@H:12]([C:21]([OH:23])=O)[CH2:13][C:14]1[CH:19]=[CH:18][C:17]([OH:20])=[CH:16][CH:15]=1.[NH2:24][C@H:25]([C:29]([OH:31])=O)[CH:26]([CH3:28])[CH3:27].[NH2:32][C@H:33]([C:41]([OH:43])=O)[CH2:34][C:35]1[CH:40]=[CH:39][CH:38]=[CH:37][CH:36]=1>>[NH2:11][C@H:12]([C:21]([NH:32][C@H:33]([C:41]([NH:24][C@H:25]([C:29]([NH:11][C@H:12]([C:21]([NH:1][C@H:2]([C:8]([OH:10])=[O:9])[CH2:3][CH2:4][CH2:5][CH2:6][NH2:7])=[O:23])[CH2:13][C:14]1[CH:15]=[CH:16][C:17]([OH:20])=[CH:18][CH:19]=1)=[O:31])[CH:26]([CH3:28])[CH3:27])=[O:43])[CH2:34][C:35]1[CH:36]=[CH:37][CH:38]=[CH:39][CH:40]=1)=[O:23])[CH2:13][C:14]1[CH:15]=[CH:16][CH:17]=[CH:18][CH:19]=1. Procedure details: Lys, 1.06; Tyr, 0.92; Val, 1.01; Phe, 2.00; variance, 0.003; 0.25 Ci Mol-1 ; ε 280 nM, +3319°; M 578 nM ; RF : T3, 0.94; T4, 0.32; T2, 0.32; hplc, 1500 sec.; P, 0.14.